This data is from the Open Reaction Database (ORD), a public repository of structured organic reaction records. The task is: describe an organic reaction: reactants, conditions, products, and yield Starting materials: O=C([O-])[O-], CCOC(C)=O, CC(C)OC(=O)N1CCC(OS(C)(=O)=O)CC1, [K+], [K+], CN(C)C=O, O, O=c1cc(O)cc[nH]1. Product: CC(C)OC(=O)N1CCC(Oc2cc[nH]c(=O)c2)CC1. RXN SMILES: [C:26](=[O:27])([O-:28])[O-:29].[CH3:37][CH2:38][O:39][C:40]([CH3:41])=[O:42].[CH3:9][S:10]([O:11][CH:14]1[CH2:15][CH2:16][N:17]([C:20](=[O:21])[O:22][CH:23]([CH3:24])[CH3:25])[CH2:18][CH2:19]1)(=[O:12])=[O:13].[K+:30].[K+:31].[O:32]=[CH:33][N:34]([CH3:35])[CH3:36].[OH2:43].[OH:1][c:2]1[cH:3][c:4](=[O:8])[nH:5][cH:6][cH:7]1>>[O:1]([c:2]1[cH:3][c:4](=[O:8])[nH:5][cH:6][cH:7]1)[CH:14]1[CH2:15][CH2:16][N:17]([C:20](=[O:21])[O:22][CH:23]([CH3:24])[CH3:25])[CH2:18][CH2:19]1. As a reaction SMILES: [C:1]([O:2][C:3](=[O:4])[NH:8][CH2:9][CH2:10][CH2:11][O:12][c:13]1[c:14]([C:15](=[O:16])[NH:17][c:18]2[c:19]([O:35][CH3:36])[cH:20][c:21]([C:22](=[O:23])[N:24]([c:25]3[cH:26][cH:27][c:28]([OH:31])[cH:29][cH:30]3)[CH3:32])[cH:33][cH:34]2)[cH:37][cH:38][cH:39][cH:40]1)([CH3:5])([CH3:6])[CH3:7].[CH3:46][CH2:47][O:48][C:49](=[O:50])[CH3:51].[CH:42]([Cl:43])([Cl:44])[Cl:45].[ClH:41]>>[ClH:41].[NH2:8][CH2:9][CH2:10][CH2:11][O:12][c:13]1[c:14]([C:15](=[O:16])[NH:17][c:18]2[c:19]([O:35][CH3:36])[cH:20][c:21]([C:22](=[O:23])[N:24]([c:25]3[cH:26][cH:27][c:28]([OH:31])[cH:29][cH:30]3)[CH3:32])[cH:33][cH:34]2)[cH:37][cH:38][cH:39][cH:40]1. Product: Cl, COc1cc(C(=O)N(C)c2ccc(O)cc2)ccc1NC(=O)c1ccccc1OCCCN. Starting materials: COc1cc(C(=O)N(C)c2ccc(O)cc2)ccc1NC(=O)c1ccccc1OCCCNC(=O)OC(C)(C)C, CCOC(C)=O, ClC(Cl)Cl, Cl. The reactants are CI (methyl iodide), Cl (hydrochloric acid), ClC1=CC=2C3(N(C(NC2C=C1)=O)CCO3)C3=CC=CC=C3 (9-chloro-2,3,6,10b-tetrahydro-10b-phenyl-5H-oxazolo[3,2-C]quinazolin-5-one), [H-].[Na+] (sodium hydride), resultant mixture. The solvent is O (water), CN(C=O)C (dimethylformamide). Yields the product ClC1=CC=2C3(N(C(N(C2C=C1)C)=O)CCO3)C3=CC=CC=C3 (9-chloro-2,3,6,10b-tetrahydro-6-methyl-10b-phenyl-5H-oxazolo[3,2-C]quinazolin-5-one). The yield is 76.4%. Reaction SMILES: [Cl:1][C:2]1[CH:11]=[CH:10][C:9]2[NH:8][C:7](=[O:12])[N:6]3[CH2:13][CH2:14][O:15][C:5]3([C:16]3[CH:21]=[CH:20][CH:19]=[CH:18][CH:17]=3)[C:4]=2[CH:3]=1.[H-].[Na+].[CH3:24]I.Cl>CN(C)C=O.O>[Cl:1][C:2]1[CH:11]=[CH:10][C:9]2[N:8]([CH3:24])[C:7](=[O:12])[N:6]3[CH2:13][CH2:14][O:15][C:5]3([C:16]3[CH:21]=[CH:20][CH:19]=[CH:18][CH:17]=3)[C:4]=2[CH:3]=1 |f:1.2|. Reported procedure: To a solution of 1.5 g of 9-chloro-2,3,6,10b-tetrahydro-10b-phenyl-5H-oxazolo[3,2-C]quinazolin-5-one in 20 ml of dimethylformamide was added 0.21 g of 62.5% sodium hydride. The resultant mixture was stirred with heating at 50° - 55°C for 1 hour, and 1.42 g of methyl iodide was added thereto at room temperature. Then, the mixture was heated at 55° - 60°C for 3 hours. After cooling, the reaction mixture was poured into 100 ml of water and acidified with hydrochloric acid. The resulting mixture was... Starting materials: O=C([O-])[O-], ClCCl, CC(=O)O, [K+], [K+], COc1cc2cc(CO)c(CO)c(-c3ccnc(NN)c3)c2cc1OC. Yields the product COc1cc2cc(CO)c(CO)c(-c3ccnc(NNC(C)=O)c3)c2cc1OC. Reaction SMILES: [C:31](=[O:32])([O-:33])[O-:34].[CH2:37]([Cl:38])[Cl:39].[CH3:27][C:28]([OH:29])=[O:30].[K+:35].[K+:36].[NH:1]([NH2:2])[c:3]1[n:4][cH:5][cH:6][c:7](-[c:9]2[c:10]([CH2:25][OH:26])[c:11]([CH2:23][OH:24])[cH:12][c:13]3[cH:14][c:15]([O:21][CH3:22])[c:16]([O:19][CH3:20])[cH:17][c:18]23)[cH:8]1>>[NH:1]([NH:2][C:28]([CH3:27])=[O:29])[c:3]1[n:4][cH:5][cH:6][c:7](-[c:9]2[c:10]([CH2:25][OH:26])[c:11]([CH2:23][OH:24])[cH:12][c:13]3[cH:14][c:15]([O:21][CH3:22])[c:16]([O:19][CH3:20])[cH:17][c:18]23)[cH:8]1. Starting materials: O=C1CCC(=O)N1Br, CN(C)C=O, O=C(O)c1cn(-c2ccc(Cl)cc2)c(-c2ccccc2Cl)n1. Product: O=C(O)c1nc(-c2ccccc2Cl)n(-c2ccc(Cl)cc2)c1Br. As a reaction SMILES: [Br:23][N:24]1[C:25](=[O:26])[CH2:27][CH2:28][C:29]1=[O:30].[CH3:31][N:32]([CH3:33])[CH:34]=[O:35].[Cl:1][c:2]1[c:3](-[c:8]2[n:9](-[c:16]3[cH:17][cH:18][c:19]([Cl:22])[cH:20][cH:21]3)[cH:10][c:11]([C:13](=[O:14])[OH:15])[n:12]2)[cH:4][cH:5][cH:6][cH:7]1>>[Cl:1][c:2]1[c:3](-[c:8]2[n:9](-[c:16]3[cH:17][cH:18][c:19]([Cl:22])[cH:20][cH:21]3)[c:10]([Br:23])[c:11]([C:13](=[O:14])[OH:15])[n:12]2)[cH:4][cH:5][cH:6][cH:7]1. Starting materials: O=C1C=CCCC1, CO, O=Cc1cc(-c2ccccc2)cnc1Cl, O, c1c[nH]cn1. The product is O=C1CCCC=C1C(O)c1cc(-c2ccccc2)cnc1Cl. Reaction SMILES: [C:21]1(=[O:27])[CH:22]=[CH:23][CH2:24][CH2:25][CH2:26]1.[CH3:28][OH:29].[Cl:1][c:2]1[c:3]([CH:4]=[O:5])[cH:6][c:7](-[c:10]2[cH:11][cH:12][cH:13][cH:14][cH:15]2)[cH:8][n:9]1.[OH2:30].[nH:16]1[cH:17][cH:18][n:19][cH:20]1>>[Cl:1][c:2]1[c:3]([CH:4]([OH:5])[C:22]2=[CH:23][CH2:24][CH2:25][CH2:26][C:21]2=[O:27])[cH:6][c:7](-[c:10]2[cH:11][cH:12][cH:13][cH:14][cH:15]2)[cH:8][n:9]1.